From a dataset of the Open Reaction Database (ORD), a public repository of structured organic reaction records. describe an organic reaction: reactants, conditions, products, and yield The reactants are C1(=CC=CC=C1)C=1N=C(OC1C1=CC=CC=C1)C=1C(CCCC1)CC=1C=C(C(=O)O)C=CC1 (3-{[2-(4,5-diphenyloxazol-2-yl)-2-cyclohexen-1-yl]methyl}benzoic acid), Cl.C(C)OC([C@@H](N)CC1=CC=CC=C1)=O (L-phenylalanine ethyl ester hydrochloride), C(C)(C)N(CC)C(C)C (diisopropylethylamine), 1-hydroxybenzotrioxazole, Cl.C(C)N=C=NCCCN(C)C (1-ethyl-3-(3′-dimethylaminopropyl)carbodiimide hydrochloride). Run in CN(C)C=O (DMF), CCOC(=O)C (EtOAc). Run at time 4 hour. Yields the product C1(=CC=CC=C1)C=1N=C(OC1C1=CC=CC=C1)C=1C(CCCC1)CC=1C=C(C(=O)N[C@H](C(=O)OCC)CC2=CC=CC=C2)C=CC1 (ethyl (2S)-2-{3-{[2-(4,5-diphenyloxazol-2-yl)-2-cyclohexen-1-yl)methyl}benzoylamino}-3-phenylpropionate). The yield is 93.5%. RXN SMILES: [C:1]1([C:7]2[N:8]=[C:9]([C:18]3[CH:19]([CH2:24][C:25]4[CH:26]=[C:27]([CH:31]=[CH:32][CH:33]=4)[C:28](O)=[O:29])[CH2:20][CH2:21][CH2:22][CH:23]=3)[O:10][C:11]=2[C:12]2[CH:17]=[CH:16][CH:15]=[CH:14][CH:13]=2)[CH:6]=[CH:5][CH:4]=[CH:3][CH:2]=1.Cl.[CH2:35]([O:37][C:38](=[O:48])[C@H:39]([CH2:41][C:42]1[CH:47]=[CH:46][CH:45]=[CH:44][CH:43]=1)[NH2:40])[CH3:36].C(N(C(C)C)CC)(C)C.Cl.C(N=C=NCCCN(C)C)C>CN(C=O)C.CCOC(C)=O>[C:1]1([C:7]2[N:8]=[C:9]([C:18]3[CH:19]([CH2:24][C:25]4[CH:26]=[C:27]([CH:31]=[CH:32][CH:33]=4)[C:28]([NH:40][C@@H:39]([CH2:41][C:42]4[CH:47]=[CH:46][CH:45]=[CH:44][CH:43]=4)[C:38]([O:37][CH2:35][CH3:36])=[O:48])=[O:29])[CH2:20][CH2:21][CH2:22][CH:23]=3)[O:10][C:11]=2[C:12]2[CH:17]=[CH:16][CH:15]=[CH:14][CH:13]=2)[CH:6]=[CH:5][CH:4]=[CH:3][CH:2]=1 |f:1.2,4.5|. Procedure: To a mixture of 3-{[2-(4,5-diphenyloxazol-2-yl)-2-cyclohexen-1-yl]methyl}benzoic acid (150 mg, 0.345 mmol), L-phenylalanine ethyl ester hydrochloride (103 mg, 0.448 mmol) and diisopropylethylamine (0.078 ml , 0.448 mmol) in DMF (5 ml) was added 1-hydroxybenzotrioxazole (70 mg, 0.518 mmol) and 1-ethyl-3-(3′-dimethylaminopropyl)carbodiimide hydrochloride (132 mg, 0.690 mmol). After stirring the mixture at room temperature for 4 hours, the reaction mixture was diluted with EtOAc (30 ml), washed wit... The reactants are C(C)(=O)C1=C(N=C(S1)N)C (5-acetyl-2-amino-4-methylthiazole), ClC1=C(C(=CC=C1)Cl)S(=O)(=O)Cl (2,6-dichlorobenzenesulfonyl chloride). RXN SMILES: [C:1]([C:4]1[S:8][C:7]([NH2:9])=[N:6][C:5]=1[CH3:10])(=[O:3])[CH3:2].[Cl:11][C:12]1[CH:17]=[CH:16][CH:15]=[C:14]([Cl:18])[C:13]=1[S:19](Cl)(=[O:21])=[O:20]>>[C:1]([C:4]1[S:8][C:7]([NH:9][S:19]([C:13]2[C:14]([Cl:18])=[CH:15][CH:16]=[CH:17][C:12]=2[Cl:11])(=[O:21])=[O:20])=[N:6][C:5]=1[CH3:10])(=[O:3])[CH3:2]. Reported procedure: The title compound was prepared from 5-acetyl-2-amino-4-methylthiazole (42 mg) and-2,6-dichlorobenzenesulfonyl chloride (66 mg) as described in the synthetic METHOD B to give a white solid (21.4 mg) with purity >90%: MS (pos) m/z 365.3, 367.3. Product: C(C)(=O)C1=C(N=C(S1)NS(=O)(=O)C1=C(C=CC=C1Cl)Cl)C (N-(5-Acetyl-4-methyl-1,3-thiazol-2-yl)-2,6-dichlorobenzenesulfonamide), solid. Reactants: C(C)OC(=O)C1=C(N=C(S1)C1=CC2=CC=CC=C2C(=C1)Br)C (2-(4-bromonaphthalene-2-yl)-4-methylthiazole-5-carboxylic acid ethyl ester), CN1C(CCC1)=O (N-methylpyrrolidone), O (water). Reagents/catalysts: [C-]#N.[Zn+2].[C-]#N (zinc cyanide), C=1C=CC(=CC1)[P](C=2C=CC=CC2)(C=3C=CC=CC3)[Pd]([P](C=4C=CC=CC4)(C=5C=CC=CC5)C=6C=CC=CC6)([P](C=7C=CC=CC7)(C=8C=CC=CC8)C=9C=CC=CC9)[P](C=1C=CC=CC1)(C=1C=CC=CC1)C=1C=CC=CC1 (tetrakis(triphenylphosphine)palladium). Reaction conditions: temperature 150 celsius, time 50 minute. The product is C(C)OC(=O)C1=C(N=C(S1)C1=CC2=CC=CC=C2C(=C1)C#N)C (2-(4-cyanonaphthalene-2-yl)-4-methylthiazole-5-carboxylic acid ethyl ester). As a reaction SMILES: [CH2:1]([O:3][C:4]([C:6]1[S:10][C:9]([C:11]2[CH:20]=[C:19](Br)[C:18]3[C:13](=[CH:14][CH:15]=[CH:16][CH:17]=3)[CH:12]=2)=[N:8][C:7]=1[CH3:22])=[O:5])[CH3:2].O.[CH3:24][N:25]1CCCC1=O>[C-]#N.[Zn+2].[C-]#N.C1C=CC([P]([Pd]([P](C2C=CC=CC=2)(C2C=CC=CC=2)C2C=CC=CC=2)([P](C2C=CC=CC=2)(C2C=CC=CC=2)C2C=CC=CC=2)[P](C2C=CC=CC=2)(C2C=CC=CC=2)C2C=CC=CC=2)(C2C=CC=CC=2)C2C=CC=CC=2)=CC=1>[CH2:1]([O:3][C:4]([C:6]1[S:10][C:9]([C:11]2[CH:20]=[C:19]([C:24]#[N:25])[C:18]3[C:13](=[CH:14][CH:15]=[CH:16][CH:17]=3)[CH:12]=2)=[N:8][C:7]=1[CH3:22])=[O:5])[CH3:2] |f:3.4.5,^1:39,41,60,79|. Reported procedure: A suspension of 2-(4-bromonaphthalene-2-yl)-4-methylthiazole-5-carboxylic acid ethyl ester (0.050 g), zinc cyanide (0.031 g) and tetrakis(triphenylphosphine)palladium (0.015 g) in N-methylpyrrolidone (2 mL) was stirred at 150° C. for 50 minutes using microwave reactor (Biotage). To the reaction mixture was added water (15 mL), and the precipitated solid was collected by filtration, and washed with water and n-hexane to give 2-(4-cyanonaphthalene-2-yl)-4-methylthiazole-5-carboxylic acid ethyl est... Starting materials: C(C)(=O)OCC (ethyl acetate), μ-Chloro-μ-methylene-[bis(cyclopentadienyl)titanium]dimethylaluminium, C(C1=CC=CC=C1)N1C(CN(CCC(C2=C1C=CC=C2)=O)C(=O)OC(C)(C)C)=O (1-benzyl-4-tert-butyloxycarbonyl-2,7-dioxo-2,3,4,5,6,7-hexahydro-1H-1,4-benzodiazonine), resultant suspension. Solvent: O1CCCC1 (tetrahydrofuran). Run at time 30 minute. Product: C(C1=CC=CC=C1)N1C(CN(CCC(C2=C1C=CC=C2)=C)C(=O)OC(C)(C)C)=O (1-benzyl-4-tert-butyloxycarbonyl-7-methylene-2-oxo-2,3,4,5,6,7-hexahydro-1H-1,4-benzodiazonine). Reaction SMILES: [CH2:1]([N:8]1[C:16]2[CH:17]=[CH:18][CH:19]=[CH:20][C:15]=2[C:14](=O)[CH2:13][CH2:12][N:11]([C:22]([O:24][C:25]([CH3:28])([CH3:27])[CH3:26])=[O:23])[CH2:10][C:9]1=[O:29])[C:2]1[CH:7]=[CH:6][CH:5]=[CH:4][CH:3]=1.[C:30](OCC)(=O)C>O1CCCC1>[CH2:1]([N:8]1[C:16]2[CH:17]=[CH:18][CH:19]=[CH:20][C:15]=2[C:14](=[CH2:30])[CH2:13][CH2:12][N:11]([C:22]([O:24][C:25]([CH3:26])([CH3:27])[CH3:28])=[O:23])[CH2:10][C:9]1=[O:29])[C:2]1[CH:3]=[CH:4][CH:5]=[CH:6][CH:7]=1. Reported procedure: μ-Chloro-μ-methylene-[bis(cyclopentadienyl)titanium]dimethylaluminium (0.5M in toluene/15 ml, 7.5 mmol) was added to a solution of 1-benzyl-4-tert-butyloxycarbonyl-2,7-dioxo-2,3,4,5,6,7-hexahydro-1H-1,4-benzodiazonine (2.95 g, 7.5 mmol) in tetrahydrofuran (23 ml) at -5° C. The resultant suspension was stirred at -5° C. for 15 minutes then allowed to warm to room temperature. Stirring was continued for a further 30 minutes followed by the addition of ethyl acetate (50 ml) and the mixture was wash...